This data is from the Open Reaction Database (ORD), a public repository of structured organic reaction records. The task is: describe an organic reaction: reactants, conditions, products, and yield Starting materials: C1CCOC1, COC(=O)c1ccc2c(-c3ccc(F)cc3)c[nH]c2c1, [Li+], [OH-], O, O. Product: O=C(O)c1ccc2c(-c3ccc(F)cc3)c[nH]c2c1. As a reaction SMILES: [CH2:24]1[O:25][CH2:26][CH2:27][CH2:28]1.[F:1][c:2]1[cH:3][cH:4][c:5](-[c:8]2[cH:9][nH:10][c:11]3[cH:12][c:13]([C:17](=[O:18])[O:19][CH3:20])[cH:14][cH:15][c:16]23)[cH:6][cH:7]1.[Li+:22].[OH-:21].[OH2:23].[OH2:29]>>[F:1][c:2]1[cH:3][cH:4][c:5](-[c:8]2[cH:9][nH:10][c:11]3[cH:12][c:13]([C:17](=[O:18])[OH:19])[cH:14][cH:15][c:16]23)[cH:6][cH:7]1. The reactants are C1CCNCC1, ClCCl, Nc1ccc(C(=O)O)cc1, O. Yields the product Nc1ccc(C(=O)N2CCCCC2)cc1. RXN SMILES: [CH2:11]1[CH2:12][CH2:13][NH:14][CH2:15][CH2:16]1.[Cl:18][CH2:19][Cl:20].[NH2:1][c:2]1[cH:3][cH:4][c:5]([C:6](=[O:7])[OH:8])[cH:9][cH:10]1.[OH2:17]>>[NH2:1][c:2]1[cH:3][cH:4][c:5]([C:6](=[O:8])[N:14]2[CH2:13][CH2:12][CH2:11][CH2:16][CH2:15]2)[cH:9][cH:10]1. Starting materials: [Cl-].O[NH3+] (hydroxylammonium chloride), C(O)([O-])=O.[Na+] (sodium hydrogen carbonate), COC1=CC=C2C(=C(NC2=C1)C1=CC=CC=C1)CC1=CC=CC(=N1)C(=O)OC (methyl 6-(6-methoxy-2-phenyl-1H-indol-3-ylmethyl)pyridine-2-carboxylate). Solvent: O (water), CS(=O)C (dimethylsulfoxide). Run at temperature 50 celsius, time 70 minute. The product is ONC(=O)C1=NC(=CC=C1)CC1=C(NC2=CC(=CC=C12)OC)C1=CC=CC=C1 (N-Hydroxy-6-(6-methoxy-2-phenyl-1H-indol-3-ylmethyl)pyridine-2-carboxamide). Isolated yield 92.8%. Reaction SMILES: [Cl-].[OH:2][NH3+:3].C(=O)([O-])O.[Na+].[CH3:9][O:10][C:11]1[CH:19]=[C:18]2[C:14]([C:15]([CH2:26][C:27]3[N:32]=[C:31]([C:33](OC)=[O:34])[CH:30]=[CH:29][CH:28]=3)=[C:16]([C:20]3[CH:25]=[CH:24][CH:23]=[CH:22][CH:21]=3)[NH:17]2)=[CH:13][CH:12]=1>CS(C)=O.O>[OH:2][NH:3][C:33]([C:31]1[CH:30]=[CH:29][CH:28]=[C:27]([CH2:26][C:15]2[C:14]3[C:18](=[CH:19][C:11]([O:10][CH3:9])=[CH:12][CH:13]=3)[NH:17][C:16]=2[C:20]2[CH:21]=[CH:22][CH:23]=[CH:24][CH:25]=2)[N:32]=1)=[O:34] |f:0.1,2.3|. Reported procedure: To a solution of hydroxylammonium chloride (373 mg) in dimethylsulfoxide (2.7 mL) was added sodium hydrogen carbonate (541 mg), and this mixture was stirred at 50° C. for 70 minutes. Then, methyl 6-(6-methoxy-2-phenyl-1H-indol-3-ylmethyl)pyridine-2-carboxylate (200 mg) was added thereto, followed by stirring at 50° C. for 3 days. The reaction mixture was left to be cooled and diluted with water, followed by extraction with ethyl acetate. The organic layer was washed with water and saturated brin... The reactants are C(C)(C)(C)OC(N(C)[C@@H](C)C(N[C@@H]1C(N(C2=C(SC1)C(=CC=C2)N)CC2=CC=CC1=CC=CC=C21)=O)=O)=O ([(S)-1-((R)-9-amino-5-naphthalen-1-ylmethyl-4-oxo-2,3,4,5-tetrahydro-benzo[b][1,4]thiazepin-3-ylcarbamoyl)-ethyl]-methyl-carbamic acid tert-butyl ester), C(C1=CC=CC=C1)(=O)Cl (benzoyl chloride). Yields the product Cl.CN[C@H](C(=O)N[C@@H]1C(N(C2=C(SC1)C(=CC=C2)NC(C2=CC=CC=C2)=O)CC2=CC=CC1=CC=CC=C21)=O)C (N-[(R)-3-((S)-2-Methylamino-propionylamino)-5-naphthalen-1-ylmethyl-4-oxo-2,3,4,5-tetrahydro-benzo[b][1,4]thiazepin-9-yl]-benzamide hydrochloride). RXN SMILES: C(OC(=O)[N:7]([C@H:9]([C:11](=[O:37])[NH:12][C@H:13]1[CH2:19][S:18][C:17]2[C:20]([NH2:24])=[CH:21][CH:22]=[CH:23][C:16]=2[N:15]([CH2:25][C:26]2[C:35]3[C:30](=[CH:31][CH:32]=[CH:33][CH:34]=3)[CH:29]=[CH:28][CH:27]=2)[C:14]1=[O:36])[CH3:10])[CH3:8])(C)(C)C.[C:39]([Cl:47])(=[O:46])[C:40]1[CH:45]=[CH:44][CH:43]=[CH:42][CH:41]=1>>[ClH:47].[CH3:8][NH:7][C@@H:9]([CH3:10])[C:11]([NH:12][C@H:13]1[CH2:19][S:18][C:17]2[C:20]([NH:24][C:39](=[O:46])[C:40]3[CH:45]=[CH:44][CH:43]=[CH:42][CH:41]=3)=[CH:21][CH:22]=[CH:23][C:16]=2[N:15]([CH2:25][C:26]2[C:35]3[C:30](=[CH:31][CH:32]=[CH:33][CH:34]=3)[CH:29]=[CH:28][CH:27]=2)[C:14]1=[O:36])=[O:37] |f:2.3|. Procedure details: In a similar manner to that described for Example 22, [(S)-1-((R)-9-amino-5-naphthalen-1-ylmethyl-4-oxo-2,3,4,5-tetrahydro-benzo[b][1,4]thiazepin-3-ylcarbamoyl)-ethyl]-methyl-carbamic acid tert-butyl ester and benzoyl chloride were converted to the title compound. MS m/z 539 (MH+) Starting materials: CCOC([O-])[O-], COc1ccc(-c2[nH]c(-c3ccc(N)cc3)nc2C(=O)Nc2nccs2)cc1, O=C(O)C(F)(F)F. The product is CNc1ccc(-c2nc(C(=O)Nc3nccs3)c(-c3ccc(OC)cc3)[nH]2)cc1. Reaction SMILES: [CH:36]([O-:37])([O-:38])[O:39][CH2:40][CH3:41].[NH2:1][c:2]1[cH:3][cH:4][c:5](-[c:8]2[nH:9][c:10](-[c:21]3[cH:22][cH:23][c:24]([O:27][CH3:28])[cH:25][cH:26]3)[c:11]([C:13](=[O:14])[NH:15][c:16]3[s:17][cH:18][cH:19][n:20]3)[n:12]2)[cH:6][cH:7]1.[OH:29][C:30]([C:31]([F:32])([F:33])[F:34])=[O:35]>>[NH:1]([c:2]1[cH:3][cH:4][c:5](-[c:8]2[nH:9][c:10](-[c:21]3[cH:22][cH:23][c:24]([O:27][CH3:28])[cH:25][cH:26]3)[c:11]([C:13](=[O:14])[NH:15][c:16]3[s:17][cH:18][cH:19][n:20]3)[n:12]2)[cH:6][cH:7]1)[CH3:30]. Starting materials: CCOc1cccc(OCC)c1CBr, CCOCC, Cc1ccccc1, c1ccc(P(c2ccccc2)c2ccccc2)cc1. Product: [Br-], CCOc1cccc(OCC)c1C[P+](c1ccccc1)(c1ccccc1)c1ccccc1. As a reaction SMILES: [CH2:20]([CH3:21])[O:22][c:23]1[c:24]([CH2:25][Br:26])[c:27]([O:31][CH2:32][CH3:33])[cH:28][cH:29][cH:30]1.[CH3:34][CH2:35][O:36][CH2:37][CH3:38].[CH3:39][c:40]1[cH:41][cH:42][cH:43][cH:44][cH:45]1.[c:1]1([P:7]([c:8]2[cH:9][cH:10][cH:11][cH:12][cH:13]2)[c:14]2[cH:15][cH:16][cH:17][cH:18][cH:19]2)[cH:2][cH:3][cH:4][cH:5][cH:6]1>>[Br-:26].[c:1]1([P+:7]([c:8]2[cH:9][cH:10][cH:11][cH:12][cH:13]2)([c:14]2[cH:15][cH:16][cH:17][cH:18][cH:19]2)[CH2:25][c:24]2[c:23]([O:22][CH2:20][CH3:21])[cH:30][cH:29][cH:28][c:27]2[O:31][CH2:32][CH3:33])[cH:2][cH:3][cH:4][cH:5][cH:6]1. Reactants: Cl (HCl), COC(=O)C=1C(=C2C=C(C(N(C2=C(N1)Br)C1=CC=CC=C1)=O)C1=CC=CC=C1)O (8-bromo-5-hydroxy-2-oxo-1,3-diphenyl-1,2-dihydro-[1,7]naphthyridine-6-carboxylic acid methyl ester), C(CCC)[Sn](C=1C=NC=CC1)(CCCC)CCCC (3-tributylstannanyl-pyridine), CN(C)C=O (DMF). The reagents and catalysts are Cl[Pd]([P](C1=CC=CC=C1)(C2=CC=CC=C2)C3=CC=CC=C3)([P](C4=CC=CC=C4)(C5=CC=CC=C5)C6=CC=CC=C6)Cl (PdCl2(PPh3)2). Solvent: [Cl-].[Na+].O (brine), CCOC(=O)C (EtOAc). Yields the product COC(=O)C=1C(=C2C=C(C(N(C2=C(N1)C=1C=NC=CC1)C1=CC=CC=C1)=O)C1=CC=CC=C1)O (5-Hydroxy-2-oxo-1,3-diphenyl-8-pyridin-3-yl-1,2-dihydro-[1,7]naphthyridine-6-carboxylic acid methyl ester). Yield: 58.2%. RXN SMILES: [CH3:1][O:2][C:3]([C:5]1[C:6]([OH:29])=[C:7]2[C:12](=[C:13](Br)[N:14]=1)[N:11]([C:16]1[CH:21]=[CH:20][CH:19]=[CH:18][CH:17]=1)[C:10](=[O:22])[C:9]([C:23]1[CH:28]=[CH:27][CH:26]=[CH:25][CH:24]=1)=[CH:8]2)=[O:4].C([Sn](CCCC)(CCCC)[C:35]1[CH:36]=[N:37][CH:38]=[CH:39][CH:40]=1)CCC.CN(C=O)C.Cl>[Cl-].[Na+].O.Cl[Pd](Cl)([P](C1C=CC=CC=1)(C1C=CC=CC=1)C1C=CC=CC=1)[P](C1C=CC=CC=1)(C1C=CC=CC=1)C1C=CC=CC=1.CCOC(C)=O>[CH3:1][O:2][C:3]([C:5]1[C:6]([OH:29])=[C:7]2[C:12](=[C:13]([C:35]3[CH:36]=[N:37][CH:38]=[CH:39][CH:40]=3)[N:14]=1)[N:11]([C:16]1[CH:21]=[CH:20][CH:19]=[CH:18][CH:17]=1)[C:10](=[O:22])[C:9]([C:23]1[CH:28]=[CH:27][CH:26]=[CH:25][CH:24]=1)=[CH:8]2)=[O:4] |f:4.5.6,^1:60,79|. Reported procedure: A mixture of 8-bromo-5-hydroxy-2-oxo-1,3-diphenyl-1,2-dihydro-[1,7]naphthyridine-6-carboxylic acid methyl ester (60 mg, 0.13 mmol), 3-tributylstannanyl-pyridine (0.064 mL, 0.20 mmol) and PdCl2(PPh3)2 (19 mg, 0.027 mmol) in 3 mL, of DMF was heated at 120° C. for 2 h under nitrogen atmosphere. After the mixture was cooled to r.t., EtOAc and brine were added. 1 M HCl was added with stirring until pH was about 3-4. The aqueous layer was extracted with additional EtOAc, and the combined organic layer... The reactants are NC1=NC2=CC=C(C=C2CN1CC1=CC=C(C=C1)OC)N(C)C (2-amino-6-dimethylamino-3,4-dihydro-3-(p-methoxybenzyl)-quinazoline), C([O-])([O-])=O.[K+].[K+] (potassium carbonate), ICC(=O)OCC (ethyl iodoacetate), ice water. The solvent is CN(C=O)C (dimethylformamide). Conditions: time 20 hour. Yields the product CN(C=1C=C2CN(C=3N(C2=CC1)CC(N3)=O)CC3=CC=C(C=C3)OC)C (7-dimethylamino-4,5-dihydro-4-(p-methoxybenzyl)-imidazo[1,2-a]quinazolin-2(1H)-one). Reaction SMILES: [NH2:1][C:2]1[N:11]([CH2:12][C:13]2[CH:18]=[CH:17][C:16]([O:19][CH3:20])=[CH:15][CH:14]=2)[CH2:10][C:9]2[C:4](=[CH:5][CH:6]=[C:7]([N:21]([CH3:23])[CH3:22])[CH:8]=2)[N:3]=1.C(=O)([O-])[O-].[K+].[K+].I[CH2:31][C:32](OCC)=[O:33]>CN(C)C=O>[CH3:23][N:21]([CH3:22])[C:7]1[CH:8]=[C:9]2[C:4](=[CH:5][CH:6]=1)[N:3]1[CH2:31][C:32](=[O:33])[N:1]=[C:2]1[N:11]([CH2:12][C:13]1[CH:18]=[CH:17][C:16]([O:19][CH3:20])=[CH:15][CH:14]=1)[CH2:10]2 |f:1.2.3|. Procedure details: A solution of 19.5 g of 2-amino-6-dimethylamino-3,4-dihydro-3-(p-methoxybenzyl)-quinazoline in 300 ml of dimethylformamide was treated with 90 g of potassium carbonate and 12.9 g of ethyl iodoacetate and the mixture was stirred at room temperature for 20 hours and then at 85° for 5 hours. The mixture was then cooled, poured into ice/water and the crude product was filtered. Pure 7-dimethylamino-4,5-dihydro-4-(p-methoxybenzyl)-imidazo[1,2-a]quinazolin-2(1H)-one of melting point 196°-200° was obta...